From a dataset of the Open Reaction Database (ORD), a public repository of structured organic reaction records. describe an organic reaction: reactants, conditions, products, and yield Starting materials: BrC1=C(C=CC2=C1C(OC1=CC=CC(=C21)OC(F)F)OC)NC(OCC2=CC=CC=C2)=O (benzyl 7-bromo-1-(difluoromethoxy)-6-methoxy-6H-benzo[c]chromen-8-ylcarbamate). The reagents and catalysts are [Pd] (palladium on carbon). The solvent is CO (methanol), C1CCOC1 (THF). Yields the product FC(OC1=C2C3=C(C(OC2=CC=C1)OC)C=C(C=C3)N)F (1-(difluoromethoxy)-6-methoxy-6H-benzo[c]chromen-8-amine). As a reaction SMILES: Br[C:2]1[C:7]2[CH:8]([O:20][CH3:21])[O:9][C:10]3[C:15]([C:6]=2[CH:5]=[CH:4][C:3]=1[NH:22]C(=O)OCC1C=CC=CC=1)=[C:14]([O:16][CH:17]([F:19])[F:18])[CH:13]=[CH:12][CH:11]=3>[Pd].CO.C1COCC1>[F:19][CH:17]([F:18])[O:16][C:14]1[CH:13]=[CH:12][CH:11]=[C:10]2[C:15]=1[C:6]1[CH:5]=[CH:4][C:3]([NH2:22])=[CH:2][C:7]=1[CH:8]([O:20][CH3:21])[O:9]2. Procedure: A mixture of Example 96A (82 mg, 0.16mmol) and 10% palladium on carbon (8 mg) in methanol (10 ml) and THF (10 ml) was stirred under hydrogen gas for 1.5 hour, filtered through diatomaceous earth (Celite®), and concentrated to provide the desired product. MS (ESI(+)Q1MS) m/z 294 (M+H)+. Starting materials: [O-]C#N.[Na+] (sodium cyanate), ClC(C1(OCC(O1)CO)C(F)(F)Cl)(F)F (2,2-bis(chlorodifluoromethyl)-4-hydroxymethyl-1,3-dioxolane), FC(C(=O)O)(F)F (Trifluoroacetic acid). Solvent: C(Cl)Cl (methylene chloride). Conditions: temperature 40 celsius, time 18 hour. Product: ClC(C1(OCC(O1)COC(N)=O)C(F)(F)Cl)(F)F (2,2-bis(chlorodifluoromethyl)-4-carbamoyloxymethyl-1,3-dioxolane). RXN SMILES: [Cl:1][C:2]([F:15])([F:14])[C:3]1([C:10]([Cl:13])([F:12])[F:11])[O:7][CH:6]([CH2:8][OH:9])[CH2:5][O:4]1.[O-:16][C:17]#[N:18].[Na+].FC(F)(F)C(O)=O>C(Cl)Cl>[Cl:13][C:10]([F:11])([F:12])[C:3]1([C:2]([Cl:1])([F:14])[F:15])[O:7][CH:6]([CH2:8][O:9][C:17](=[O:16])[NH2:18])[CH2:5][O:4]1 |f:1.2|. Reported procedure: A sample of 15 grams of 2,2-bis(chlorodifluoromethyl)-4-hydroxymethyl-1,3-dioxolane (0.055 mols) is dissolved in 75 ml methylene chloride and 7.16 grams of sodium cyanate (0.11 mols) is added. Trifluoroacetic acid, 12.6 grams (0.11 mols) is added dropwise with stirring at 23°-33° C. The temperature is then raised to 40° C. and stirring continued for 18 hours. The product is filtered and the filtrate washed with water until neutral. Vacuum stripping gives a quantitative yield of crude products wh... The reactants are P(=O)(Cl)(Cl)Cl (phosphorous oxychloride), C(C)(=O)OCCCCCCN(C1=CC=CC=C1)CCCCCCOC(C)=O (N,N-di-(6-acetoxyhexyl)aniline), ice, C(C)(=O)[O-].[Na+] (sodium acetate). The solvent is CN(C=O)C (DMF), CN(C=O)C (N,N-Dimethylformamide). Reaction conditions: time 2 hour. Product: C(C)(=O)OCCCCCCN(C1=CC=C(C=O)C=C1)CCCCCCOC(C)=O (4-[Di-(6-acetoxyhexyl)amino]benzaldehyde). Isolated yield 75.7%. As a reaction SMILES: P(Cl)(Cl)(Cl)=O.[C:6]([O:9][CH2:10][CH2:11][CH2:12][CH2:13][CH2:14][CH2:15][N:16]([CH2:23][CH2:24][CH2:25][CH2:26][CH2:27][CH2:28][O:29][C:30](=[O:32])[CH3:31])[C:17]1[CH:22]=[CH:21][CH:20]=[CH:19][CH:18]=1)(=[O:8])[CH3:7].[C:33]([O-])(=[O:35])C.[Na+]>CN(C)C=O>[C:6]([O:9][CH2:10][CH2:11][CH2:12][CH2:13][CH2:14][CH2:15][N:16]([CH2:23][CH2:24][CH2:25][CH2:26][CH2:27][CH2:28][O:29][C:30](=[O:32])[CH3:31])[C:17]1[CH:18]=[CH:19][C:20]([CH:33]=[O:35])=[CH:21][CH:22]=1)(=[O:8])[CH3:7] |f:2.3|. Procedure details: N,N-Dimethylformamide (DMF, 250 mL) was added dropwise with stirring under nitrogen to phosphorous oxychloride at 0° C. The resulting orange solution was stirred for 2 hours, then a solution of 236 g (0163 mol) of N,N-di-(6-acetoxyhexyl)aniline in 250 mL of DMF was added slowly. The reaction mixture was stirred under nitrogen for 1 hour at 0° C. and then for 6 hours at 80° C. After cooling, the solution was poured onto 500 g of ice plus 200 g of sodium acetate, and the resulting mixture was extr... The reactants are CC(C)c1cc(C#N)cc2nc(-c3ccc(C(=O)N4CCC5(CCN(C(=O)OC(C)(C)C)CC5)C4)cc3)oc12, ClCCl, O=C(O)C(F)(F)F. Product: CC(C)c1cc(C#N)cc2nc(-c3ccc(C(=O)N4CCC5(CCNCC5)C4)cc3)oc12. As a reaction SMILES: [C:1]([O:2][C:3](=[O:4])[N:8]1[CH2:9][CH2:10][C:11]2([CH2:12][CH2:13][N:14]([C:16]([c:17]3[cH:18][cH:19][c:20](-[c:23]4[o:24][c:25]5[c:26]([n:27]4)[cH:28][c:29]([C:35]#[N:36])[cH:30][c:31]5[CH:32]([CH3:33])[CH3:34])[cH:21][cH:22]3)=[O:37])[CH2:15]2)[CH2:38][CH2:39]1)([CH3:5])([CH3:6])[CH3:7].[Cl:47][CH2:48][Cl:49].[OH:40][C:41]([C:42]([F:43])([F:44])[F:45])=[O:46]>>[NH:8]1[CH2:9][CH2:10][C:11]2([CH2:12][CH2:13][N:14]([C:16]([c:17]3[cH:18][cH:19][c:20](-[c:23]4[o:24][c:25]5[c:26]([n:27]4)[cH:28][c:29]([C:35]#[N:36])[cH:30][c:31]5[CH:32]([CH3:33])[CH3:34])[cH:21][cH:22]3)=[O:37])[CH2:15]2)[CH2:38][CH2:39]1. Reactants: ClCC(=O)Cl (Chloroacetyl chloride), Cl.Cl.ClC=1C(=C(NC2=NC=NC3=CC(=C(C=C23)OC2CCNCC2)OC)C=CC1)F (4-(3-chloro-2-fluoroanilino)-6-(piperidin-4-yloxy)-7-methoxyquinazoline di-hydrochloride), C(C)(C)N(CC)C(C)C (diisopropylethylamine). Solvent: C(Cl)Cl (methylene chloride). Run at temperature 0 celsius, time 2 hour. Yields the product ClC=1C(=C(NC2=NC=NC3=CC(=C(C=C23)OC2CCN(CC2)C(CCl)=O)OC)C=CC1)F (4-(3-chloro-2-fluoroanilino)-6-[1-(chloroacetyl)piperidin-4-yloxy]-7-methoxyquinazoline). Isolated yield 65.5%. As a reaction SMILES: [Cl:1][CH2:2][C:3](Cl)=[O:4].Cl.Cl.[Cl:8][C:9]1[C:10]([F:35])=[C:11]([CH:32]=[CH:33][CH:34]=1)[NH:12][C:13]1[C:22]2[C:17](=[CH:18][C:19]([O:30][CH3:31])=[C:20]([O:23][CH:24]3[CH2:29][CH2:28][NH:27][CH2:26][CH2:25]3)[CH:21]=2)[N:16]=[CH:15][N:14]=1.C(N(C(C)C)CC)(C)C>C(Cl)Cl>[Cl:8][C:9]1[C:10]([F:35])=[C:11]([CH:32]=[CH:33][CH:34]=1)[NH:12][C:13]1[C:22]2[C:17](=[CH:18][C:19]([O:30][CH3:31])=[C:20]([O:23][CH:24]3[CH2:29][CH2:28][N:27]([C:3](=[O:4])[CH2:2][Cl:1])[CH2:26][CH2:25]3)[CH:21]=2)[N:16]=[CH:15][N:14]=1 |f:1.2.3|. Reported procedure: Chloroacetyl chloride (135 mg) was added to a solution of 4-(3-chloro-2-fluoroanilino)-6-(piperidin-4-yloxy)-7-methoxyquinazoline di-hydrochloride (500 mg) (Starting material for Example 16) and diisopropylethylamine (368 mg) in methylene chloride (15 ml) that was cooled at 0° C. and the mixture was stirred for 2 hours and allowed to warm to room temperature. The reaction mixture was adsorbed onto silica and the residue purified by column chromatography on silica eluting with increasingly polar ... Reactants: N1C[C@@H](CC1)NC(=O)C1=CNC2=C1N=CN=C2C2=C(C=CC=1OCOC12)OCC (4-(5-ethoxy-benzo[1,3]dioxol-4-yl)-5H-pyrrolo[3,2-d]pyrimidine-7-carboxylic acid (R)-pyrrolidin-3-ylamide), C(CC)(=O)Cl (propionyl chloride). Product: C(CC)(=O)N1C[C@@H](CC1)NC(=O)C1=CNC2=C1N=CN=C2C2=C(C=CC=1OCOC12)OCC (4-(5-Ethoxy-benzo[1,3]dioxol-4-yl)-5H-pyrrolo[3,2-d]pyrimidine-7-carboxylic acid ((R)-1-propionyl-pyrrolidin-3-yl)-amide). RXN SMILES: [NH:1]1[CH2:5][CH2:4][C@@H:3]([NH:6][C:7]([C:9]2[C:13]3[N:14]=[CH:15][N:16]=[C:17]([C:18]4[C:26]5[O:25][CH2:24][O:23][C:22]=5[CH:21]=[CH:20][C:19]=4[O:27][CH2:28][CH3:29])[C:12]=3[NH:11][CH:10]=2)=[O:8])[CH2:2]1.[C:30](Cl)(=[O:33])[CH2:31][CH3:32]>>[C:30]([N:1]1[CH2:5][CH2:4][C@@H:3]([NH:6][C:7]([C:9]2[C:13]3[N:14]=[CH:15][N:16]=[C:17]([C:18]4[C:26]5[O:25][CH2:24][O:23][C:22]=5[CH:21]=[CH:20][C:19]=4[O:27][CH2:28][CH3:29])[C:12]=3[NH:11][CH:10]=2)=[O:8])[CH2:2]1)(=[O:33])[CH2:31][CH3:32]. Procedure: Starting from 4-(5-ethoxy-benzo[1,3]dioxol-4-yl)-5H-pyrrolo[3,2-d]pyrimidine-7-carboxylic acid (R)-pyrrolidin-3-ylamide (example A176) and propionyl chloride the title compound was obtained as colorless solid. Starting materials: COc1ccc(Cn2ncc3cc(C=C4SC(SC)=NC4=O)ccc32)c(C(F)(F)F)c1, O=C(O)C1CCCN1. Product: COc1ccc(Cn2ncc3cc(C=C4SC(N5CCCC5C(=O)O)=NC4=O)ccc32)c(C(F)(F)F)c1. As a reaction SMILES: [CH3:1][O:2][c:3]1[cH:4][c:5]([C:28]([F:29])([F:30])[F:31])[c:6]([CH2:7][n:8]2[n:9][cH:10][c:11]3[cH:12][c:13]([CH:17]=[C:18]4[C:19](=[O:25])[N:20]=[C:21]([S:23][CH3:24])[S:22]4)[cH:14][cH:15][c:16]23)[cH:26][cH:27]1.[NH:32]1[CH:33]([C:37](=[O:38])[OH:39])[CH2:34][CH2:35][CH2:36]1>>[CH3:1][O:2][c:3]1[cH:4][c:5]([C:28]([F:29])([F:30])[F:31])[c:6]([CH2:7][n:8]2[n:9][cH:10][c:11]3[cH:12][c:13]([CH:17]=[C:18]4[C:19](=[O:25])[N:20]=[C:21]([N:32]5[CH:33]([C:37](=[O:38])[OH:39])[CH2:34][CH2:35][CH2:36]5)[S:22]4)[cH:14][cH:15][c:16]23)[cH:26][cH:27]1. The reactants are BrB(Br)Br, O=C([O-])O, COc1cccc(C2CCCN2Cc2ccncc2)c1, ClCCl, Cl, [Na+]. Yields the product Oc1cccc(C2CCCN2Cc2ccncc2)c1. Reaction SMILES: [B:21]([Br:22])([Br:23])[Br:24].[C:26](=[O:27])([OH:28])[O-:29].[CH3:1][O:2][c:3]1[cH:4][c:5]([CH:9]2[N:10]([CH2:14][c:15]3[cH:16][cH:17][n:18][cH:19][cH:20]3)[CH2:11][CH2:12][CH2:13]2)[cH:6][cH:7][cH:8]1.[Cl:31][CH2:32][Cl:33].[ClH:25].[Na+:30]>>[OH:2][c:3]1[cH:4][c:5]([CH:9]2[N:10]([CH2:14][c:15]3[cH:16][cH:17][n:18][cH:19][cH:20]3)[CH2:11][CH2:12][CH2:13]2)[cH:6][cH:7][cH:8]1. The solvent is CN(C)C=O (DMF). The product is C1(CC1)CN1C(N(C(C=C1NN=CC1=CC=NC2=CC=C(C=C12)Cl)=O)C)=O (6-chloroquinoline-4-carbaldehyde[3-(cyclopropylmethyl)-1-methyl-2,6-dioxo-1,2,3,6-tetrahydropyrimidin-4-yl]hydrazone). RXN SMILES: [CH:1]1([CH2:4][N:5]2[C:10]([NH:11][NH2:12])=[CH:9][C:8](=[O:13])[N:7]([CH3:14])[C:6]2=[O:15])[CH2:3][CH2:2]1.[Cl:16][C:17]1[CH:18]=[C:19]2[C:24](=[CH:25][CH:26]=1)[N:23]=[CH:22][CH:21]=[C:20]2[CH:27]=O>CN(C=O)C>[CH:1]1([CH2:4][N:5]2[C:10]([NH:11][N:12]=[CH:27][C:20]3[C:19]4[C:24](=[CH:25][CH:26]=[C:17]([Cl:16])[CH:18]=4)[N:23]=[CH:22][CH:21]=3)=[CH:9][C:8](=[O:13])[N:7]([CH3:14])[C:6]2=[O:15])[CH2:2][CH2:3]1. Starting materials: C1(CC1)CN1C(N(C(C=C1NN)=O)C)=O (1-(cyclopropylmethyl)-6-hydrazino-3-methylpyrimidine-2,4(1H,3H)-dione), ClC=1C=C2C(=CC=NC2=CC1)C=O (6-chloroquinoline-4-carbaldehyde). Procedure details: A solution of 49 mg (0.23 mmol) 1-(cyclopropylmethyl)-6-hydrazino-3-methylpyrimidine-2,4(1H,3H)-dione and 44 mg (0.23 mmol) 6-chloroquinoline-4-carbaldehyde in 1 mL DMF was stirred at room temperature for 5 h to form 6-chloroquinoline-4-carbaldehyde[3-(cyclopropylmethyl)-1-methyl-2,6-dioxo-1,2,3,6-tetrahydropyrimidin-4-yl]hydrazone. Added was 38 mg (0.34 mmol) 1-methyl-1H-imidazole-5-carbaldehyde and 20 μL piperidine. The mixture was heated at 110° C. for 12 via microwave irradiation. Purificati...